This data is from the Open Reaction Database (ORD), a public repository of structured organic reaction records. The task is: describe an organic reaction: reactants, conditions, products, and yield The reactants are C(C)N1C=C(C(C2=CC(=C(C(=C12)F)N1CCC(CC1)O)F)=O)C(=O)O (1-ethyl-6,8-difluoro-1,4-dihydro-7-(4-hydroxy-1-piperidinyl)-4-oxoquinoline-3-carboxylic acid), [OH-].[Na+] (sodium hydroxide), [N+](=O)([O-])[O-].[Ag+] (silver nitrate). The solvent is O (water), O (water). Yields the product [Ag+].C(C)N1C=C(C(C2=CC(=C(C(=C12)F)N1CCC(CC1)O)F)=O)C(=O)[O-] (1-ethyl-6,8-difluoro-1,4-dihydro-7-(4-hydroxy-1-piperidinyl)-4-oxoquinoline-3-carboxylic acid silver salt). RXN SMILES: [CH2:1]([N:3]1[C:12]2[C:7](=[CH:8][C:9]([F:21])=[C:10]([N:14]3[CH2:19][CH2:18][CH:17]([OH:20])[CH2:16][CH2:15]3)[C:11]=2[F:13])[C:6](=[O:22])[C:5]([C:23]([OH:25])=[O:24])=[CH:4]1)[CH3:2].[OH-].[Na+].[N+]([O-])([O-])=O.[Ag+:32]>O>[Ag+:32].[CH2:1]([N:3]1[C:12]2[C:7](=[CH:8][C:9]([F:21])=[C:10]([N:14]3[CH2:19][CH2:18][CH:17]([OH:20])[CH2:16][CH2:15]3)[C:11]=2[F:13])[C:6](=[O:22])[C:5]([C:23]([O-:25])=[O:24])=[CH:4]1)[CH3:2] |f:1.2,3.4,6.7|. The yield is 93.0%. Procedure details: To a stirred solution of 1-ethyl-6,8-difluoro-1,4-dihydro-7-(4-hydroxy-1-piperidinyl)-4-oxoquinoline-3-carboxylic acid (235 mg), sodium hydroxide (26.7 mg), and water (3 ml), a solution of silver nitrate (113 mg) and water (2 ml) was added. The precipitate was filtered off, washed with water, and dried to give 1-ethyl-6,8-difluoro-1,4-dihydro-7-(4-hydroxy-1-piperidinyl)-4-oxoquinoline-3-carboxylic acid silver salt (284 mg), mp 181°-184° C. (decomp.). Starting materials: CC1=C(C(=NO1)C1=CC=CC=C1)CO ((5-methyl-3-phenyl-isoxazol-4-yl)-methanol), COC(C1=CC(=NC=C1)O)=O (2-hydroxy-isonicotinic acid methyl ester), C1(=CC=CC=C1)P(C1=CC=CC=C1)C1=CC=CC=C1 (triphenylphosphine), N(=NC(=O)OCC)C(=O)OCC (diethyl azodicarboxylate), COC(C1=CC(=NC=C1)O)=O (2-hydroxy-isonicotinic acid methyl ester). Run in C1CCOC1 (THF). Run at time 8 hour. The product is COC(C1=CC(=NC=C1)OCC=1C(=NOC1C)C1=CC=CC=C1)=O (2-(5-Methyl-3-phenyl-isoxazol-4-ylmethoxy)-isonicotinic acid methyl ester). Yield: 38.2%. RXN SMILES: [CH3:1][C:2]1[O:6][N:5]=[C:4]([C:7]2[CH:12]=[CH:11][CH:10]=[CH:9][CH:8]=2)[C:3]=1[CH2:13][OH:14].[CH3:15][O:16][C:17](=[O:25])[C:18]1[CH:23]=[CH:22][N:21]=[C:20](O)[CH:19]=1.C1(P(C2C=CC=CC=2)C2C=CC=CC=2)C=CC=CC=1.N(C(OCC)=O)=NC(OCC)=O>C1COCC1>[CH3:15][O:16][C:17](=[O:25])[C:18]1[CH:23]=[CH:22][N:21]=[C:20]([O:14][CH2:13][C:3]2[C:4]([C:7]3[CH:12]=[CH:11][CH:10]=[CH:9][CH:8]=3)=[N:5][O:6][C:2]=2[CH3:1])[CH:19]=1. Procedure details: To a solution of (5-methyl-3-phenyl-isoxazol-4-yl)-methanol (1.5 g, 8.0 mmol) in THF (79 mL) was added 2-hydroxy-isonicotinic acid methyl ester (1.8 g, 12.0 mmol) and triphenylphosphine (2.8 g, 11 mmol) at room temperature under an argon atmosphere. Then diethyl azodicarboxylate (1.64 mL, 11 mmol) was added and the reaction mixture was stirred overnight at room temperature. Then 2-hydroxy-isonicotinic acid methyl ester (0.2 g, 0.17 mmol) was added and the resulting mixture stirred at room temper... The reactants are C1CCOC1, COC(=O)c1ccc(-c2ccccc2F)cc1N, [Na+], [OH-]. Product: Nc1cc(-c2ccccc2F)ccc1C(=O)O. Reaction SMILES: [CH2:21]1[O:22][CH2:23][CH2:24][CH2:25]1.[CH3:1][O:2][C:3](=[O:4])[c:5]1[c:6]([NH2:18])[cH:7][c:8](-[c:11]2[c:12]([F:17])[cH:13][cH:14][cH:15][cH:16]2)[cH:9][cH:10]1.[Na+:20].[OH-:19]>>[O:2]=[C:3]([OH:4])[c:5]1[c:6]([NH2:18])[cH:7][c:8](-[c:11]2[c:12]([F:17])[cH:13][cH:14][cH:15][cH:16]2)[cH:9][cH:10]1. Starting materials: Brc1ccc2nonc2c1, O=C([O-])[O-], CN(C)C=O, [K+], [K+], CC(=O)[O-], CC(=O)[O-], O, OB(O)c1ccccc1O, [Pd+2], Cc1ccccc1P(c1ccccc1C)c1ccccc1C. Product: Oc1ccccc1-c1ccc2nonc2c1. Reaction SMILES: [Br:1][c:2]1[cH:3][cH:4][c:5]2[c:6]([n:7][o:8][n:9]2)[cH:10]1.[C:43](=[O:44])([O-:45])[O-:46].[CH3:49][N:50]([CH3:51])[CH:52]=[O:53].[K+:47].[K+:48].[O-:55][C:56]([CH3:57])=[O:58].[O-:59][C:60]([CH3:61])=[O:62].[OH2:63].[OH:11][c:12]1[c:13]([B:18]([OH:19])[OH:20])[cH:14][cH:15][cH:16][cH:17]1.[Pd+2:54].[c:21]1([CH3:22])[cH:23][cH:24][cH:25][cH:26][c:27]1[P:28]([c:29]1[cH:30][cH:31][cH:32][cH:33][c:34]1[CH3:35])[c:36]1[cH:37][cH:38][cH:39][cH:40][c:41]1[CH3:42]>>[c:2]1(-[c:13]2[c:12]([OH:11])[cH:17][cH:16][cH:15][cH:14]2)[cH:3][cH:4][c:5]2[c:6]([n:7][o:8][n:9]2)[cH:10]1. Starting materials: Cl.FC(C1=CC(=C(C=C1)S)N)(F)F (4-trifluoromethyl-2-aminothiophenol hydrochloride), FC1=C(C#N)C=CC=C1 (2-fluorobenzonitrile). The solvent is CN(C)C=O (DMF). The product is FC(C1=CC(=C(C=C1)SC1=C(C#N)C=CC=C1)N)(F)F (2-(4-trifluoromethyl-2-aminophenylthio) benzonitrile). Reaction SMILES: Cl.[F:2][C:3]([F:13])([F:12])[C:4]1[CH:9]=[CH:8][C:7]([SH:10])=[C:6]([NH2:11])[CH:5]=1.F[C:15]1[CH:22]=[CH:21][CH:20]=[CH:19][C:16]=1[C:17]#[N:18]>CN(C=O)C>[F:13][C:3]([F:2])([F:12])[C:4]1[CH:9]=[CH:8][C:7]([S:10][C:15]2[CH:22]=[CH:21][CH:20]=[CH:19][C:16]=2[C:17]#[N:18])=[C:6]([NH2:11])[CH:5]=1 |f:0.1|. Procedure: Using a procedure analagous to that of Example 3, 4-trifluoromethyl-2-aminothiophenol hydrochloride (11.48 g, 50 mmol) was combined with 2-fluorobenzonitrile in DMF as solvent (100 ml) to give crude 2-(4-trifluoromethyl-2-aminophenylthio) benzonitrile (6.84 g). Hydrolysis and subsequent condensation gave the title compound as off-white crystals from ethanol (1.1 g, m.p. 233°-235° C., Rf 0.21, CH2Cl2 /MeOH 50:1). Reactants: FC(C1=CC(=NC=2N1N=CC2C(=O)O)C2=CC=C(C=C2)C(F)(F)F)F (7-difluoromethyl-5-(4-trifluoromethyl-phenyl)-pyrazolo[1,5-a]pyrimidine-3-carboxylic acid), NC=1C=C(C=CC1C)S(=O)(=O)N (3-amino-4-methyl-benzenesulfonamide). Yields the product CC1=C(C=C(C=C1)S(N)(=O)=O)NC(=O)C=1C=NN2C1N=C(C=C2C(F)F)C2=CC=C(C=C2)C(F)(F)F (7-Difluoromethyl-5-(4-trifluoromethyl-phenyl)-pyrazolo[1,5-a]pyrimidine-3-carboxylic acid(2-methyl-5-sulfamoyl-phenyl)-amide). Reaction SMILES: [F:1][CH:2]([F:25])[C:3]1[N:8]2[N:9]=[CH:10][C:11]([C:12]([OH:14])=O)=[C:7]2[N:6]=[C:5]([C:15]2[CH:20]=[CH:19][C:18]([C:21]([F:24])([F:23])[F:22])=[CH:17][CH:16]=2)[CH:4]=1.[NH2:26][C:27]1[CH:28]=[C:29]([S:34]([NH2:37])(=[O:36])=[O:35])[CH:30]=[CH:31][C:32]=1[CH3:33]>>[CH3:33][C:32]1[CH:31]=[CH:30][C:29]([S:34](=[O:36])(=[O:35])[NH2:37])=[CH:28][C:27]=1[NH:26][C:12]([C:11]1[CH:10]=[N:9][N:8]2[C:3]([CH:2]([F:1])[F:25])=[CH:4][C:5]([C:15]3[CH:20]=[CH:19][C:18]([C:21]([F:22])([F:23])[F:24])=[CH:17][CH:16]=3)=[N:6][C:7]=12)=[O:14]. Procedure details: The title compound was prepared from 7-difluoromethyl-5-(4-trifluoromethyl-phenyl)-pyrazolo[1,5-a]pyrimidine-3-carboxylic acid (example C.1) and 3-amino-4-methyl-benzenesulfonamide [CAS-No. 6274-28-8; commercially available] according to general procedure II. Light brown solid. MS (ISP) 524.0 [(M−H−]; mp 293° C. Starting materials: ClC1=NC=NC(=C1)Cl (4,6-dichloropyrimidine), FC1=C(N)C=CC=C1F (2,3-difluoroaniline). Run in C(C)O (ethanol). Yields the product ClC1=NC=NC(=C1)NC1=C(C(=CC=C1)F)F (4-chloro-6-(2,3-difluoroanilino)pyrimidine). The yield is 98.1%. As a reaction SMILES: Cl[C:2]1[CH:7]=[C:6]([Cl:8])[N:5]=[CH:4][N:3]=1.[F:9][C:10]1[C:16]([F:17])=[CH:15][CH:14]=[CH:13][C:11]=1[NH2:12]>C(O)C>[Cl:8][C:6]1[CH:7]=[C:2]([NH:12][C:11]2[CH:13]=[CH:14][CH:15]=[C:16]([F:17])[C:10]=2[F:9])[N:3]=[CH:4][N:5]=1. Reported procedure: To 14 ml of ethanol were added 2.2 g of 4,6-dichloropyrimidine and 2.3 g of 2,3-difluoroaniline, followed by heating under reflux for 6 hours. The reaction mixture was then left for cooling to room temperature and concentrated under reduced pressure. The residue was recrystallized from ethyl acetate to give 3.5 g of 4-chloro-6-(2,3-difluoroanilino)pyrimidine. The reactants are C(C1=CC=CC=C1)OC1=CC=C(C=C1)O (4-benzyloxyphenol), [H-].[Na+] (sodium hydride), O (water), BrC(CC(=O)OCC)C (ethyl 3-bromobutyrate). The solvent is CN(C=O)C (dimethyl formamide). Product: C(C1=CC=CC=C1)OC1=CC=C(OC(CC(=O)OCC)C)C=C1 (ethyl 3-(4-benzyloxyphenoxy)butyrate). As a reaction SMILES: [CH2:1]([O:8][C:9]1[CH:14]=[CH:13][C:12]([OH:15])=[CH:11][CH:10]=1)[C:2]1[CH:7]=[CH:6][CH:5]=[CH:4][CH:3]=1.[H-].[Na+].Br[CH:19]([CH3:26])[CH2:20][C:21]([O:23][CH2:24][CH3:25])=[O:22].O>CN(C)C=O>[CH2:1]([O:8][C:9]1[CH:10]=[CH:11][C:12]([O:15][CH:19]([CH3:26])[CH2:20][C:21]([O:23][CH2:24][CH3:25])=[O:22])=[CH:13][CH:14]=1)[C:2]1[CH:3]=[CH:4][CH:5]=[CH:6][CH:7]=1 |f:1.2|. Reported procedure: A solution of 4-benzyloxyphenol (4.2 g) in dimethyl formamide (50 ml) was treated with sodium hydride (840 mg of a 60% dispersion), and the mixture stirred until evolution of gas ceased. There was then added ethyl 3-bromobutyrate (2.9 ml), and the solution stirred overnight. It was then poured into water (300 ml) and the mixture extracted with ether (3×50 ml). The combined extracts were washed with water (3×) and brine, dried (MgSO4) and evaporated to give a crude product as a brown oil (6 g). T...